describe an organic reaction: reactants, conditions, products, and yield From a dataset of the Open Reaction Database (ORD), a public repository of structured organic reaction records. Reactants: COC=1C=C(C=CC1)C12CCCC(NC1)C2 (1-(3-methoxyphenyl)-6-azabicyclo[ 3,2,1]octane), FC1=CC=C(C(=O)CCCCl)C=C1 (3-(4-fluorobenzoyl)propyl chloride), C([O-])([O-])=O.[K+].[K+] (potassium carbonate), [I-].[K+] (potassium iodide). Solvent: C1(=CC=CC=C1)C (toluene). Yields the product Cl.COC=1C=C(C=CC1)C12CCCC(N(C1)CCCC(C1=CC=C(C=C1)F)=O)C2 (1-(3-methoxyphenyl)-6-[3-(4-fluorobenzoyl)propyl]-6-azabicyclo[3,2,1]octane hydrochloride). Yield: 42.2%. As a reaction SMILES: [CH3:1][O:2][C:3]1[CH:4]=[C:5]([C:9]23[CH2:16][CH:13]([NH:14][CH2:15]2)[CH2:12][CH2:11][CH2:10]3)[CH:6]=[CH:7][CH:8]=1.[F:17][C:18]1[CH:29]=[CH:28][C:21]([C:22]([CH2:24][CH2:25][CH2:26][Cl:27])=[O:23])=[CH:20][CH:19]=1.C(=O)([O-])[O-].[K+].[K+].[I-].[K+]>C1(C)C=CC=CC=1>[ClH:27].[CH3:1][O:2][C:3]1[CH:4]=[C:5]([C:9]23[CH2:16][CH:13]([N:14]([CH2:26][CH2:25][CH2:24][C:22](=[O:23])[C:21]4[CH:20]=[CH:19][C:18]([F:17])=[CH:29][CH:28]=4)[CH2:15]2)[CH2:12][CH2:11][CH2:10]3)[CH:6]=[CH:7][CH:8]=1 |f:2.3.4,5.6,8.9|. Procedure details: A mixture of 0.8 g of 1-(3-methoxyphenyl)-6-azabicyclo[ 3,2,1]octane, 0.81 g of 3-(4-fluorobenzoyl)propyl chloride, 0.8 g of potassium carbonate, 0.03 g of potassium iodide and 20 ml of toluene is refluxed for 48 hours. After cooling, the mixture is treated in the same manner as described in Example 11. 0.65 g of 1-(3-methoxyphenyl)-6-[3-(4-fluorobenzoyl)propyl]-6-azabicyclo[3,2,1]octane hydrochloride is obtained. M.p. 195° - 196°C(recrystallized from a mixture of ethanol and ether). The reactants are ClC1=C(OC=2C=C(C(N(N2)C)=O)C(C)C)C(=CC(=C1)CCO)Cl (6-[2,6-Dichloro-4-(2-hydroxy-ethyl)-phenoxy]-4-isopropyl-2-methyl-pyridazin-3-one), CC(=O)C.OS(=O)(=O)O.O=[Cr](=O)=O (Jones Reagent), solution. Solvent: CC(=O)C (acetone). Reaction conditions: temperature 10 celsius, time 30 minute. Product: ClC=1C=C(C=C(C1OC1=NN(C(C(=C1)C(C)C)=O)C)Cl)CC(=O)O ([3,5-Dichloro-4-(5-isopropyl-1-methyl-6-oxo-1,6-dihydro-pyridazin-3-yloxy)-phenyl]-acetic acid). Yield: 19.0%. Reaction SMILES: [Cl:1][C:2]1[CH:19]=[C:18]([CH2:20][CH2:21][OH:22])[CH:17]=[C:16]([Cl:23])[C:3]=1[O:4][C:5]1[CH:6]=[C:7]([CH:13]([CH3:15])[CH3:14])[C:8](=[O:12])[N:9]([CH3:11])[N:10]=1.CC(C)=[O:26].OS(O)(=O)=O.O=[Cr](=O)=O>CC(C)=O>[Cl:1][C:2]1[CH:19]=[C:18]([CH2:20][C:21]([OH:26])=[O:22])[CH:17]=[C:16]([Cl:23])[C:3]=1[O:4][C:5]1[CH:6]=[C:7]([CH:13]([CH3:15])[CH3:14])[C:8](=[O:12])[N:9]([CH3:11])[N:10]=1 |f:1.2.3|. Procedure: A solution of 6-[2,6-dichloro-4-(2-hydroxy-ethyl)-phenoxy]-4-isopropyl-2-methyl-pyridazin-3-one (36) (330 mg, 0.92 mmol) in acetone (5 mL) was treated with Jones Reagent (0.51 mL of a 2.7M solution,) slowly dropwise at 10° C. The resulting red reaction mixture was stirred at 10° C. for 30 min. The reaction mixture was then concentrated under vacuum. The resulting residue was diluted with ethyl acetate (25 mL) and water (20 mL) and was treated with sodium bisulfite (100 mg). The resulting mixture...